Dataset: the Open Reaction Database (ORD), a public repository of structured organic reaction records. Task: describe an organic reaction: reactants, conditions, products, and yield Starting materials: C(C)(=O)O (acetic acid), [H-].[Na+] (Sodium hydride), OC1=NC=CC=C1 (2-hydroxypyridine), resultant solution, Cl.ClC=1C=C(NC2=NC=NC3=CC=C(C=C23)F)C=CC1Cl (4-(3,4-dichloroanilino)-6-fluoroquinazoline hydrochloride). The solvent is CN1CCCC1=O (NMP). Conditions: time 30 minute. Product: ClC=1C=C(NC2=NC=NC3=CC=C(C=C23)N2C(C=CC=C2)=O)C=CC1Cl (4-(3,4-dichloroanilino)-6-(2-oxo-1,2-dihydropyridin-1-yl)quinazoline). Isolated yield 51.8%. RXN SMILES: [H-].[Na+].[OH:3][C:4]1[CH:9]=[CH:8][CH:7]=[CH:6][N:5]=1.Cl.[Cl:11][C:12]1[CH:13]=[C:14]([CH:27]=[CH:28][C:29]=1[Cl:30])[NH:15][C:16]1[C:25]2[C:20](=[CH:21][CH:22]=[C:23](F)[CH:24]=2)[N:19]=[CH:18][N:17]=1.C(O)(=O)C>CN1C(=O)CCC1>[Cl:11][C:12]1[CH:13]=[C:14]([CH:27]=[CH:28][C:29]=1[Cl:30])[NH:15][C:16]1[C:25]2[C:20](=[CH:21][CH:22]=[C:23]([N:5]3[CH:6]=[CH:7][CH:8]=[CH:9][C:4]3=[O:3])[CH:24]=2)[N:19]=[CH:18][N:17]=1 |f:0.1,3.4|. Reported procedure: Sodium hydride (0.24 g) was added to a solution of 2-hydroxypyridine (0.95 g) in NMP (10 ml) and the mixture was stirred at ambient temperature for 30 minutes. A mixture of a portion (3 ml) of the resultant solution and 4-(3,4-dichloroanilino)-6-fluoroquinazoline hydrochloride (0.172 g) was heated at 215° C. for 10 hours. The reaction mixture was acidified with glacial acetic acid and evaporated at 90° C. under high vacuum. The residue was chromatographed on silica using a mixture of methylene c... Reactants: O(C1=CC=CC=C1)C(C)O (Phenoxyethanol), C1=CC=C2C(=C1)C(=O)NS2 (Proxel), O(C1=CC=CC=C1)C(C)O (phenoxyethanol). Reaction conditions: time 1 hour. Product: S1(N=CC2=C1C=CC=C2)=O (Benzisothiazolone). RXN SMILES: [O:1](C(O)C)C1C=CC=CC=1.[CH:11]1[CH:16]=[C:15]2[C:17]([NH:19][S:20][C:14]2=[CH:13][CH:12]=1)=O>>[S:20]1(=[O:1])[C:14]2[CH:13]=[CH:12][CH:11]=[CH:16][C:15]=2[CH:17]=[N:19]1. Reported procedure: 50% of 20% strength carbendasulf solution from Example 9 was combined with 10% of Proxel press paste (BIT) and 40% of phenoxyethanol and stirred for about 1 hour, giving a clear deep red solution. Starting materials: BrCCc1ccccc1, ClCCl, COC(Cl)Cl, [Cl-], [Cl-], [Cl-], [Cl-], [Ti+4]. Product: O=Cc1ccc(CCBr)cc1. RXN SMILES: [Br:1][CH2:2][CH2:3][c:4]1[cH:5][cH:6][cH:7][cH:8][cH:9]1.[CH2:15]([Cl:16])[Cl:17].[CH3:10][O:11][CH:12]([Cl:13])[Cl:14].[Cl-:18].[Cl-:19].[Cl-:20].[Cl-:21].[Ti+4:22]>>[Br:1][CH2:2][CH2:3][c:4]1[cH:5][cH:6][c:7]([CH:10]=[O:11])[cH:8][cH:9]1. Reactants: O=C([O-])O, CCOc1ccc(-c2ccc3c(c2)C=C(C(=O)Nc2ccc(CN(C)C4CCOCC4)cc2)CCS3)cc1, ClCCl, O=C(OO)c1cccc(Cl)c1, [Na+], [Na+], [Na+], O=S([O-])([O-])=S. Yields the product CCOc1ccc(-c2ccc3c(c2)C=C(C(=O)Nc2ccc(CN(C)C4CCOCC4)cc2)CCS3=O)cc1. RXN SMILES: [C:57](=[O:58])([OH:59])[O-:60].[CH2:1]([CH3:2])[O:3][c:4]1[cH:5][cH:6][c:7](-[c:10]2[cH:11][cH:12][c:13]3[c:14]([cH:38]2)[CH:15]=[C:16]([C:20](=[O:21])[NH:22][c:23]2[cH:24][cH:25][c:26]([CH2:29][N:30]([CH:31]4[CH2:32][CH2:33][O:34][CH2:35][CH2:36]4)[CH3:37])[cH:27][cH:28]2)[CH2:17][CH2:18][S:19]3)[cH:8][cH:9]1.[CH2:62]([Cl:63])[Cl:64].[Cl:39][c:40]1[cH:41][cH:42][cH:43][c:44]([C:45]([O:46][OH:48])=[O:47])[cH:49]1.[Na+:55].[Na+:56].[Na+:61].[S:50]([O-:51])([O-:52])(=[O:53])=[S:54]>>[CH2:1]([CH3:2])[O:3][c:4]1[cH:5][cH:6][c:7](-[c:10]2[cH:11][cH:12][c:13]3[c:14]([cH:38]2)[CH:15]=[C:16]([C:20](=[O:21])[NH:22][c:23]2[cH:24][cH:25][c:26]([CH2:29][N:30]([CH:31]4[CH2:32][CH2:33][O:34][CH2:35][CH2:36]4)[CH3:37])[cH:27][cH:28]2)[CH2:17][CH2:18][S:19]3=[O:47])[cH:8][cH:9]1. The yield is 79.7%. The reactants are C1(CC1)C1=CC=C(C=C1)S(=O)(=O)Cl (p-cyclopropylbenzenesulfonyl chloride), [F-].[K+] (Potassium fluoride). Yields the product C1(CC1)C1=CC=C(C=C1)S(=O)(=O)F (p-cyclopropyl benzenesulfonyl fluoride). The solvent is CC(=O)C (acetone), O (water), CCOC(=O)C (EtOAc). RXN SMILES: [CH:1]1([C:4]2[CH:9]=[CH:8][C:7]([S:10](Cl)(=[O:12])=[O:11])=[CH:6][CH:5]=2)[CH2:3][CH2:2]1.[F-:14].[K+]>CC(C)=O.O.CCOC(C)=O>[CH:1]1([C:4]2[CH:9]=[CH:8][C:7]([S:10]([F:14])(=[O:12])=[O:11])=[CH:6][CH:5]=2)[CH2:3][CH2:2]1 |f:1.2|. Reaction conditions: time 8 hour. Procedure: Crude compound 45 (13.3 g) was dissolved in 200 mL of acetone and 60 mL of water. Potassium fluoride (7.12 g, 122 mmol) was added and the reaction mixture was stirred overnight at rt. The reaction mixture was diluted with EtOAc and washed with water. The organic layer was dried with Na2SO4, filtered, and concentrated to dryness to give 9.80 g (97%) of crude p-cyclopropyl benzenesulfonyl fluoride (Compound 46). The reactants are C(C(C)C)N1N=C(C=C(C1=O)COS(=O)(=O)C)C1=CC=CC=C1 (2-isobutyl-4-methanesulfonyloxymethyl-6-phenyl-2H-pyridazin-3-one), CN1CCNCC1 (N-methylpiperazine). Product: C(C(C)C)N1N=C(C=C(C1=O)CN1CCN(CC1)C)C1=CC=CC=C1 (2-isobutyl-4-(4-methyl-1-piperazinyl)methyl-6-phenyl-2H-pyridazin-3-one). Yield: 77.1%. RXN SMILES: [CH2:1]([N:5]1[C:10](=[O:11])[C:9]([CH2:12]OS(C)(=O)=O)=[CH:8][C:7]([C:18]2[CH:23]=[CH:22][CH:21]=[CH:20][CH:19]=2)=[N:6]1)[CH:2]([CH3:4])[CH3:3].[CH3:24][N:25]1[CH2:30][CH2:29][NH:28][CH2:27][CH2:26]1>>[CH2:1]([N:5]1[C:10](=[O:11])[C:9]([CH2:12][N:28]2[CH2:29][CH2:30][N:25]([CH3:24])[CH2:26][CH2:27]2)=[CH:8][C:7]([C:18]2[CH:23]=[CH:22][CH:21]=[CH:20][CH:19]=2)=[N:6]1)[CH:2]([CH3:4])[CH3:3]. Procedure details: Following the procedure of Example 1(10), 2-isobutyl-4-methanesulfonyloxymethyl-6-phenyl-2H-pyridazin-3-one and N-methylpiperazine were reacted to yield the title compound as a yellow oil (yield: 77.1%).